From a dataset of the Open Reaction Database (ORD), a public repository of structured organic reaction records. describe an organic reaction: reactants, conditions, products, and yield Reactants: CN (methylamine), BrC1=C(C=CC=C1)S(=O)(=O)Cl (2-Bromobenzenesulfonyl chloride), O (water). The solvent is O1CCCC1 (tetrahydrofuran). Run at temperature 0 celsius. Product: BrC1=C(C=CC=C1)S(=O)(=O)NC (2-bromo-N-methylbenzenesulfonamide). Reaction SMILES: [Br:1][C:2]1[CH:7]=[CH:6][CH:5]=[CH:4][C:3]=1[S:8](Cl)(=[O:10])=[O:9].[CH3:12][NH2:13].O>O1CCCC1>[Br:1][C:2]1[CH:7]=[CH:6][CH:5]=[CH:4][C:3]=1[S:8]([NH:13][CH3:12])(=[O:10])=[O:9]. Procedure: 2-Bromobenzenesulfonyl chloride (manufactured by Fluorochem Co., 25 g) was dissolved in tetrahydrofuran (40 mL), and under stirring at 0° C., 40% methylamine aqueous solution (TCI, 25 mL) was added dropwise thereto over ten minutes. After stirring the mixture at room temperature for 2 hours and 40 minutes, water was added to the reaction solution, followed by extraction with ethyl acetate. The organic layer was washed with brine, dried over anhydrous sodium sulfate, and the solvent was removed b... Solvent: C(Cl)Cl (methylene chloride), C(Cl)Cl (methylene chloride). Procedure details: To a suspension of 1.76 g of 5-carboxyoxindol in 200 ml of methylene chloride was added 2 ml of pyridine. After completion of addition, to the suspension was added dropwise 1.4 g of thionyl chloride with stirring held at 0° to 20° C. After completion of addition, the mixture was stirred at the same temperature for 1 hour, and a solution of 1.74 g of benzylpiperazine in 10 ml of methylene chloride was added dropwise thereto. The mixture was then stirred for 4 hours at room temperature. The reacti... The product is C(C1=CC=CC=C1)N1CCN(CC1)C(=O)C=1C=C2CC(NC2=CC1)=O (5-(4-benzyl-1-piperazinylcarbonyl)oxindol). The reactants are C(C1=CC=CC=C1)N1CCNCC1 (benzylpiperazine), C(=O)(O)C=1C=C2CC(NC2=CC1)=O (5-carboxyoxindol), S(=O)(Cl)Cl (thionyl chloride), N1=CC=CC=C1 (pyridine). Isolated yield 9.0%. Reaction SMILES: [C:1]([C:4]1[CH:5]=[C:6]2[C:10](=[CH:11][CH:12]=1)[NH:9][C:8](=[O:13])[CH2:7]2)([OH:3])=O.N1C=CC=CC=1.S(Cl)(Cl)=O.[CH2:24]([N:31]1[CH2:36][CH2:35][NH:34][CH2:33][CH2:32]1)[C:25]1[CH:30]=[CH:29][CH:28]=[CH:27][CH:26]=1>C(Cl)Cl>[CH2:24]([N:31]1[CH2:36][CH2:35][N:34]([C:1]([C:4]2[CH:5]=[C:6]3[C:10](=[CH:11][CH:12]=2)[NH:9][C:8](=[O:13])[CH2:7]3)=[O:3])[CH2:33][CH2:32]1)[C:25]1[CH:26]=[CH:27][CH:28]=[CH:29][CH:30]=1. Starting materials: ClC1=CC=C(OCC(C)(C)C2(OC(CS2)CN2CCCCC2)C)C=C1 (2-[1-(4-chlorophenoxy)-2-methyl-prop-2-yl]-2-methyl-5-(piperidin-1-yl-methyl)-1,3-oxathiolane), S1(=O)(=O)NC(=O)C2=CC=CC=C12 (saccharine). The solvent is O1CCCC1 (tetrahydrofuran). Product: S1(=O)(=O)NC(=O)C2=CC=CC=C12.ClC1=CC=C(OCC(C)(C)C2(OC(CS2)CN2CCCCC2)C)C=C1 (2-[1-(4-chlorophenoxy)-2-methyl-prop-2-yl]-2-methyl-5-(piperidin-1-yl-methyl)1,3-oxathiolane saccharine salt). Yield: 99.4%. Reaction SMILES: [Cl:1][C:2]1[CH:25]=[CH:24][C:5]([O:6][CH2:7][C:8]([C:11]2([CH3:23])[S:15][CH2:14][CH:13]([CH2:16][N:17]3[CH2:22][CH2:21][CH2:20][CH2:19][CH2:18]3)[O:12]2)([CH3:10])[CH3:9])=[CH:4][CH:3]=1.[S:26]1([C:37]2[C:32](=[CH:33][CH:34]=[CH:35][CH:36]=2)[C:30](=[O:31])[NH:29]1)(=[O:28])=[O:27]>O1CCCC1>[S:26]1([C:37]2[C:32](=[CH:33][CH:34]=[CH:35][CH:36]=2)[C:30](=[O:31])[NH:29]1)(=[O:27])=[O:28].[Cl:1][C:2]1[CH:3]=[CH:4][C:5]([O:6][CH2:7][C:8]([C:11]2([CH3:23])[S:15][CH2:14][CH:13]([CH2:16][N:17]3[CH2:22][CH2:21][CH2:20][CH2:19][CH2:18]3)[O:12]2)([CH3:10])[CH3:9])=[CH:24][CH:25]=1 |f:3.4|. Procedure: 96 g (0.025 mol) of 2-[1-(4-chlorophenoxy)-2-methyl-prop-2-yl]-2-methyl-5-(piperidin-1-yl-methyl)-1,3-oxathiolane are dissolved in 40 ml of tetrahydrofuran together with 4.6 g (0.025 mol) of saccharine. The solvent is removed in vacuo and the residue is dried under a high vacuum. 14.1 g (98% of theory) of 2-[1-(4-chlorophenoxy)-2-methyl-prop-2-yl]-2-methyl-5-(piperidin-1-yl-methyl)1,3-oxathiolane saccharine salt are obtained as an amorphous substance. Reactants: ClC1=NC2=NC=CC(=C2C=C1)Cl (2,5-Dichloro-[1,8]naphthyridine), NC1=C(C=CC(=C1)C)SC1=CC=C(C=C1)O (4-(2-Amino-4-methyl-phenylsulfanyl)-phenol). Solvent: C(C)O (ethanol). Yields the product ClC1=CC=C2C(=CC=NC2=N1)NC1=C(C=CC(=C1)C)SC1=CC=C(C=C1)O (4-[2-(7-Chloro-[1,8]naphthyridin-4-ylamino)-4-methyl-phenylsulfanyl]-phenol). RXN SMILES: [Cl:1][C:2]1[CH:11]=[CH:10][C:9]2[C:4](=[N:5][CH:6]=[CH:7][C:8]=2Cl)[N:3]=1.[NH2:13][C:14]1[CH:19]=[C:18]([CH3:20])[CH:17]=[CH:16][C:15]=1[S:21][C:22]1[CH:27]=[CH:26][C:25]([OH:28])=[CH:24][CH:23]=1>C(O)C>[Cl:1][C:2]1[N:3]=[C:4]2[C:9]([C:8]([NH:13][C:14]3[CH:19]=[C:18]([CH3:20])[CH:17]=[CH:16][C:15]=3[S:21][C:22]3[CH:27]=[CH:26][C:25]([OH:28])=[CH:24][CH:23]=3)=[CH:7][CH:6]=[N:5]2)=[CH:10][CH:11]=1. Procedure: The product from Example 21d (0.67 g, 3.36 mmol) and the product from Example 9c (0.78 g, 3.36 mmol) in 10 mL ethanol were heated under reflux for 5.5 hr. The reaction mixture was cooled to room temperature and the solvent was removed concentrated under vacuum leaving yellow solid that was used without further purification (1.43 g, 100%). Procedure: The title compound was prepared according to the procedure described in Example-17 by using 4-(3-(2-chloro-6-fluorophenyl)-5-oxo-4,5-dihydro-1H-1,2,4-triazol-1-yl)-2-methoxybenzoic acid (Intermediate-15, 0.100 g, 0.270 mmol), THF (5 mL), di-isopropyl ethyl amine (2.0 mL), TBTU (0.177 g, 0.540 mmol) and 1-[4-(trifluoromethyl)phenyl]cyclopropanamine (Intermediate-13, 0.066 g, 0.320 mmol) to afford 0.020 g of desired product. 1H NMR (300 MHz, DMSO d6): δ 1.37 (s, 4H), 3.95 (s, 3H), 7.42 (d, J=7.8 H... Yields the product ClC1=C(C(=CC=C1)F)C1=NN(C(N1)=O)C1=CC(=C(C(=O)NC2(CC2)C2=CC=C(C=C2)C(F)(F)F)C=C1)OC (4-(3-(2-Chloro-6-fluorophenyl)-5-oxo-4,5-dihydro-1H-1,2,4-triazol-1-yl)-2-methoxy-N-(1-(4-(trifluoromethyl)phenyl)cyclopropyl)benzamide). RXN SMILES: [Cl:1][C:2]1[CH:7]=[CH:6][CH:5]=[C:4]([F:8])[C:3]=1[C:9]1[NH:13][C:12](=[O:14])[N:11]([C:15]2[CH:23]=[CH:22][C:18]([C:19](O)=[O:20])=[C:17]([O:24][CH3:25])[CH:16]=2)[N:10]=1.C(N(C(C)C)CC)(C)C.CN(C(ON1N=NC2C=CC=CC1=2)=[N+](C)C)C.[B-](F)(F)(F)F.[F:57][C:58]([F:70])([F:69])[C:59]1[CH:64]=[CH:63][C:62]([C:65]2([NH2:68])[CH2:67][CH2:66]2)=[CH:61][CH:60]=1>C1COCC1>[Cl:1][C:2]1[CH:7]=[CH:6][CH:5]=[C:4]([F:8])[C:3]=1[C:9]1[NH:13][C:12](=[O:14])[N:11]([C:15]2[CH:23]=[CH:22][C:18]([C:19]([NH:68][C:65]3([C:62]4[CH:63]=[CH:64][C:59]([C:58]([F:57])([F:69])[F:70])=[CH:60][CH:61]=4)[CH2:67][CH2:66]3)=[O:20])=[C:17]([O:24][CH3:25])[CH:16]=2)[N:10]=1 |f:2.3|. Yield: 13.5%. Starting materials: ClC1=C(C(=CC=C1)F)C1=NN(C(N1)=O)C1=CC(=C(C(=O)O)C=C1)OC (4-(3-(2-chloro-6-fluorophenyl)-5-oxo-4,5-dihydro-1H-1,2,4-triazol-1-yl)-2-methoxybenzoic acid), FC(C1=CC=C(C=C1)C1(CC1)N)(F)F (1-[4-(trifluoromethyl)phenyl]cyclopropanamine), C(C)(C)N(CC)C(C)C (di-isopropyl ethyl amine), CN(C)C(=[N+](C)C)ON1C2=C(C=CC=C2)N=N1.[B-](F)(F)(F)F (TBTU). Run in C1CCOC1 (THF). Reactants: COC=1C=C(C=C2C=C(NC12)C(=O)OC)OC=1C=NC(=CC1)S(=O)(=O)C (Methyl 7-methoxy-5-{[6-(methylsulfonyl)pyridin-3-yl]oxy}-1H-indole-2-carboxylate), [OH-].[Na+] (sodium hydroxide). Solvent: O1CCCC1 (tetrahydrofuran), CO (methanol). Conditions: temperature 50 celsius, time 45 minute. The product is COC=1C=C(C=C2C=C(NC12)C(=O)O)OC=1C=NC(=CC1)S(=O)(=O)C (7-Methoxy-5-{[6-(methylsulfonyl)pyridin-3-yl]oxy}-1H-indole-2-carboxylic acid). Yield: 94.4%. Reaction SMILES: [CH3:1][O:2][C:3]1[CH:4]=[C:5]([O:16][C:17]2[CH:18]=[N:19][C:20]([S:23]([CH3:26])(=[O:25])=[O:24])=[CH:21][CH:22]=2)[CH:6]=[C:7]2[C:11]=1[NH:10][C:9]([C:12]([O:14]C)=[O:13])=[CH:8]2.[OH-].[Na+]>O1CCCC1.CO>[CH3:1][O:2][C:3]1[CH:4]=[C:5]([O:16][C:17]2[CH:18]=[N:19][C:20]([S:23]([CH3:26])(=[O:25])=[O:24])=[CH:21][CH:22]=2)[CH:6]=[C:7]2[C:11]=1[NH:10][C:9]([C:12]([OH:14])=[O:13])=[CH:8]2 |f:1.2|. Procedure details: Methyl 7-methoxy-5-{[6-(methylsulfonyl)pyridin-3-yl]oxy}-1H-indole-2-carboxylate (0.99 g) was dissolved in a mixture of tetrahydrofuran (10 mL) and methanol (10 mL). 1M Aqueous sodium hydroxide solution (5 mL) was added and the mixture was stirred at 50° C. for 45 min. The mixture was concentrated under reduced pressure. The residue was dissolved in water, and 1M hydrochloric acid was added to the mixture. The mixture was extracted with ethyl acetate. The organic layer was washed with saturated ... The reactants are solution, C(CCC)[Li] (n-butyllithium), CCCCCC (n-hexane), C(C)(C)NC(C)C (diisopropylamine), CO (methanol), C(C1=CC=CC=C1)OC[C@@H](C=C)OC(CC(C)C)=O (3-Methylbutanoic acid (1R)-1-[(benzyloxy)methyl]prop-2-en-1-yl ester), C[Si](C)(C)Cl (trimethylsilyl chloride), C(C)(C)[N-]C(C)C.[Li+] (lithium diisopropylamide). Run in O1CCCC1 (tetrahydrofuran), O1CCCC1 (tetrahydrofuran), O1CCCC1 (tetrahydrofuran). Reaction conditions: time 20 minute. Yields the product C(C1=CC=CC=C1)OC/C=C/C[C@H](C(=O)O)C(C)C ((2S,4E)-6-(Benzyloxy)-2-isopropylhex-4-enoic acid). RXN SMILES: [CH2:1]([Li])[CH2:2][CH2:3][CH3:4].[CH3:6][CH2:7][CH2:8][CH2:9][CH2:10][CH3:11].C(NC(C)C)(C)C.C([N-]C(C)C)(C)C.[Li+].C(OC[C@H]([O:39][C:40](=[O:45])[CH2:41][CH:42]([CH3:44])[CH3:43])C=C)C1C=CC=CC=1.C[Si](Cl)(C)C.[CH3:51][OH:52]>O1CCCC1>[CH2:51]([O:52][CH2:1]/[CH:2]=[CH:3]/[CH2:4][C@@H:41]([CH:42]([CH3:44])[CH3:43])[C:40]([OH:45])=[O:39])[C:8]1[CH:7]=[CH:6][CH:11]=[CH:10][CH:9]=1 |f:3.4|. Procedure: 94 ml of a solution of n-butyllithium in n-hexane (1.57 mol/l) (148 mmol) was added to a solution of 23 ml of diisopropylamine (163 mmol) in tetrahydrofuran (265 ml) under a nitrogen atmosphere and under ice-cooling over 45 minutes. The mixture was stirred at the same temperature for 20 minutes to prepare a solution of lithium diisopropylamide in tetrahydrofuran. A solution of 34.95 g of 3-methylbutanoic acid (1R)-1-[(benzyloxy)methyl]prop-2-en-1-yl ester obtained in Example (1a) (133 mmol) in t... Reactants: O=S(=O)(Cl)c1cc(Cl)c(Cl)cc1Cl, Nc1nc(-c2sccc2Cl)cs1. Yields the product O=S(=O)(Nc1nc(-c2sccc2Cl)cs1)c1cc(Cl)c(Cl)cc1Cl. RXN SMILES: [Cl:13][c:14]1[c:15]([S:22](=[O:23])(=[O:24])[Cl:25])[cH:16][c:17]([Cl:21])[c:18]([Cl:20])[cH:19]1.[Cl:1][c:2]1[c:3](-[c:7]2[n:8][c:9]([NH2:12])[s:10][cH:11]2)[s:4][cH:5][cH:6]1>>[Cl:1][c:2]1[c:3](-[c:7]2[n:8][c:9]([NH:12][S:22]([c:15]3[c:14]([Cl:13])[cH:19][c:18]([Cl:20])[c:17]([Cl:21])[cH:16]3)(=[O:23])=[O:24])[s:10][cH:11]2)[s:4][cH:5][cH:6]1. Reactants: [BH4-], Cc1cc(Nc2nccc(C(F)(F)F)n2)cc(-c2cnc(C=O)s2)c1, CO, CCOC(C)=O, [Na+]. The product is Cc1cc(Nc2nccc(C(F)(F)F)n2)cc(-c2cnc(CO)s2)c1. As a reaction SMILES: [BH4-:28].[CH3:1][c:2]1[cH:3][c:4](-[c:19]2[cH:20][n:21][c:22]([CH:24]=[O:25])[s:23]2)[cH:5][c:6]([NH:8][c:9]2[n:10][cH:11][cH:12][c:13]([C:15]([F:16])([F:17])[F:18])[n:14]2)[cH:7]1.[CH3:26][OH:27].[CH3:30][CH2:31][O:32][C:33](=[O:34])[CH3:35].[Na+:29]>>[CH3:1][c:2]1[cH:3][c:4](-[c:19]2[cH:20][n:21][c:22]([CH2:24][OH:25])[s:23]2)[cH:5][c:6]([NH:8][c:9]2[n:10][cH:11][cH:12][c:13]([C:15]([F:16])([F:17])[F:18])[n:14]2)[cH:7]1.